From a dataset of the Open Reaction Database (ORD), a public repository of structured organic reaction records. describe an organic reaction: reactants, conditions, products, and yield Starting materials: ClCC=1N=C(OC1C)C1=C(C=CC=C1)C (4-chloromethyl-5-methyl-2-o-tolyl-oxazole), C([O-])([O-])=O.[Cs+].[Cs+] (cesium carbonate), [I-].[K+] (potassium iodide), COC([C@H](CC1=C(C=C(C=C1)O)Cl)OCC)=O ((2S)-3-(2-chloro-4-hydroxy-phenyl)-2-ethoxy-propionic acid methyl ester). Yields the product COC([C@H](CC1=C(C=C(C=C1)OCC=1N=C(OC1C)C1=C(C=CC=C1)C)Cl)OCC)=O ((S)-3-[2-chloro-4-(5-methyl-2-o-tolyl-oxazol-4-ylmethoxy)-phenyl]-2-ethoxy-propionic acid methyl ester). RXN SMILES: [CH3:1][O:2][C:3](=[O:17])[C@@H:4]([O:14][CH2:15][CH3:16])[CH2:5][C:6]1[CH:11]=[CH:10][C:9]([OH:12])=[CH:8][C:7]=1[Cl:13].Cl[CH2:19][C:20]1[N:21]=[C:22]([C:26]2[CH:31]=[CH:30][CH:29]=[CH:28][C:27]=2[CH3:32])[O:23][C:24]=1[CH3:25].C(=O)([O-])[O-].[Cs+].[Cs+].[I-].[K+]>>[CH3:1][O:2][C:3](=[O:17])[C@@H:4]([O:14][CH2:15][CH3:16])[CH2:5][C:6]1[CH:11]=[CH:10][C:9]([O:12][CH2:19][C:20]2[N:21]=[C:22]([C:26]3[CH:31]=[CH:30][CH:29]=[CH:28][C:27]=3[CH3:32])[O:23][C:24]=2[CH3:25])=[CH:8][C:7]=1[Cl:13] |f:2.3.4,5.6|. Reported procedure: In analogy to the procedure described in example 1 f], (2S)-3-(2-chloro-4-hydroxy-phenyl)-2-ethoxy-propionic acid methyl ester (example 15 d]) was reacted with 4-chloromethyl-5-methyl-2-o-tolyl-oxazole (example 1 e]) in the presence of cesium carbonate and potassium iodide to yield (S)-3-[2-chloro-4-(5-methyl-2-o-tolyl-oxazol-4-ylmethoxy)-phenyl]-2-ethoxy-propionic acid methyl ester as colorless liquid. Starting materials: FC(C=1C=C(C=CC1)N=C=O)(F)F (m-trifluoromethylphenyl isocyanate), FC(C1=CC=C2C(=CC=NC2=C1)NC1=CC=C(C(=O)N2CCNCC2)C=C1)(F)F (4-[4-[[7-(trifluoromethyl)-4-quinolinyl]amino]benzoyl]piperazine), resultant suspension. The solvent is C(Cl)Cl (methylene chloride), C(Cl)Cl (methylene chloride). Yields the product FC(C=1C=C(C=CC1)NC(=O)N1CCN(CC1)CC1=CC=C(C=C1)NC1=CC=NC2=CC(=CC=C12)C(F)(F)F)(F)F (1-[[[3-(trifluoromethyl)phenyl]amino]carbonyl]-4-[4-[[7-(trifluoromethyl)-4-quinolinyl]amino]benzyl]piperazine). Isolated yield 69.7%. As a reaction SMILES: [F:1][C:2]([F:29])([F:28])[C:3]1[CH:12]=[C:11]2[C:6]([C:7]([NH:13][C:14]3[CH:27]=[CH:26][C:17]([C:18]([N:20]4[CH2:25][CH2:24][NH:23][CH2:22][CH2:21]4)=O)=[CH:16][CH:15]=3)=[CH:8][CH:9]=[N:10]2)=[CH:5][CH:4]=1.[F:30][C:31]([F:42])([F:41])[C:32]1[CH:33]=[C:34]([N:38]=[C:39]=[O:40])[CH:35]=[CH:36][CH:37]=1>C(Cl)Cl>[F:30][C:31]([F:41])([F:42])[C:32]1[CH:33]=[C:34]([NH:38][C:39]([N:23]2[CH2:24][CH2:25][N:20]([CH2:18][C:17]3[CH:16]=[CH:15][C:14]([NH:13][C:7]4[C:6]5[C:11](=[CH:12][C:3]([C:2]([F:29])([F:1])[F:28])=[CH:4][CH:5]=5)[N:10]=[CH:9][CH:8]=4)=[CH:27][CH:26]=3)[CH2:21][CH2:22]2)=[O:40])[CH:35]=[CH:36][CH:37]=1. Reported procedure: To a suspension of 4-[4-[[7-(trifluoromethyl)-4-quinolinyl]amino]benzoyl]piperazine (2 g, 0.005 mol) in 15 ml of methylene chloride is added dropwise a solution of m-trifluoromethylphenyl isocyanate (0.935 g, 0.005 mol) in 10 ml of methylene chloride under nitrogen at room temperature. After complete addition, the resultant suspension is stirred at room temperature for 1 hour. This is then filtered and the white residue which is precipitated is washed with methylene chloride and dried. This is r...